From a dataset of the Open Reaction Database (ORD), a public repository of structured organic reaction records. describe an organic reaction: reactants, conditions, products, and yield The reactants are FC(C=1C=C(C(=O)Cl)C=CC1)(F)F (3-trifluoromethyl-benzoyl chloride), CN1N=C(C(N(C1=O)C)=O)N1CCNCC1 (2,4-dimethyl-6-piperazin-1-yl-2H-[1,2,4]triazine-3,5-dione). Product: CN1N=C(C(N(C1=O)C)=O)N1CCN(CC1)C(C1=CC(=CC=C1)C(F)(F)F)=O (2,4-dimethyl-6-[4-(3-trifluoromethyl-benzoyl)-piperazin-1-yl]-2H-[1,2,4]triazine-3,5-dione), FC(C1=C(C(=O)N2CCN(CC2)C=2C(N(C(N(N2)C)=O)C)=O)C=C(C=C1)C(F)(F)F)(F)F (6-[4-(2,5-Bis-trifluoromethyl-benzoyl)-piperazin-1-yl]-2,4-dimethyl-2H-[1,2,4]triazine-3,5-dione). Isolated yield 75.0%. As a reaction SMILES: [F:1][C:2]([F:13])([F:12])[C:3]1[CH:4]=[C:5]([CH:9]=[CH:10][CH:11]=1)[C:6](Cl)=[O:7].[CH3:14][N:15]1[C:20](=[O:21])[N:19]([CH3:22])[C:18](=[O:23])[C:17]([N:24]2[CH2:29][CH2:28][NH:27][CH2:26][CH2:25]2)=[N:16]1>>[CH3:14][N:15]1[C:20](=[O:21])[N:19]([CH3:22])[C:18](=[O:23])[C:17]([N:24]2[CH2:25][CH2:26][N:27]([C:6](=[O:7])[C:5]3[CH:9]=[CH:10][CH:11]=[C:3]([C:2]([F:13])([F:12])[F:1])[CH:4]=3)[CH2:28][CH2:29]2)=[N:16]1.[F:1][C:2]([F:13])([F:12])[C:9]1[CH:10]=[CH:11][C:3]([C:2]([F:13])([F:12])[F:1])=[CH:4][C:5]=1[C:6]([N:27]1[CH2:26][CH2:25][N:24]([C:17]2[C:18](=[O:23])[N:19]([CH3:22])[C:20](=[O:21])[N:15]([CH3:14])[N:16]=2)[CH2:29][CH2:28]1)=[O:7]. Procedure details: The compound 44 (solid) is prepared from 3-trifluoromethyl-benzoyl chloride and from the intermediate 12a according to the synthesis method 2 under the operating conditions described for Example 40 (yield: 75%). The reactants are C(C)OC1C(C=2C=C3C(=NC2N(C1=C=O)C)C=C(C(=C3)F)F)=O (3-ethoxy-carbonyl-7,8-difluoro-1-methyl-4-oxo-1,4-dihydro-benzo[b][1,8]naphthyridine), Cl.Cl.C(C)N(C1CNC1)CC (3-(diethylamino)-azetidine dihydrochloride). Product: C(C)N(C1CN(C1)C=1C(=CC=2C(=NC=3N(C(C(C(C3C2)=O)OCC)=C=O)C)C1)F)CC (8-(3-Diethylamino-1-azetidinyl)-3-ethoxy-carbonyl-7-fluoro-1-methyl-4-oxo-1,4-dihydrobenzo[b][1,8]naphthyridine). Reaction SMILES: [CH2:1]([O:3][CH:4]1[C:13](=[C:14]=[O:15])[N:12]([CH3:16])[C:11]2[N:10]=[C:9]3[CH:17]=[C:18](F)[C:19]([F:21])=[CH:20][C:8]3=[CH:7][C:6]=2[C:5]1=[O:23])[CH3:2].Cl.Cl.[CH2:26]([N:28]([CH2:33][CH3:34])[CH:29]1[CH2:32][NH:31][CH2:30]1)[CH3:27]>>[CH2:26]([N:28]([CH2:33][CH3:34])[CH:29]1[CH2:32][N:31]([C:18]2[C:19]([F:21])=[CH:20][C:8]3[C:9]([CH:17]=2)=[N:10][C:11]2[N:12]([CH3:16])[C:13](=[C:14]=[O:15])[CH:4]([O:3][CH2:1][CH3:2])[C:5](=[O:23])[C:6]=2[CH:7]=3)[CH2:30]1)[CH3:27] |f:1.2.3|. Procedure details: 8-(3-Diethylamino-1-azetidinyl)-3-ethoxy-carbonyl-7-fluoro-1-methyl-4-oxo-1,4-dihydrobenzo[b][1,8]naphthyridine was prepared under the conditions of Example 2, but starting with 2 g of 3-ethoxy-carbonyl-7,8-difluoro-1-methyl-4-oxo-1,4-dihydro-benzo[b][1,8]naphthyridine and 1.4 g of 3-(diethylamino)-azetidine dihydrochloride. After recrystallization of the crude product in 500 cm3 of methanol, 2.07 g of 8-(3-diethylamino-1-azetidinyl)-3-ethoxy-carbonyl-7-fluoro-1-methyl-4-oxo-1,4-dihydrobenzo[b][... Reactants: C1(=CC=CC=C1)C1(C(NCC1)=O)C1=CC=CC=C1 (3,3-diphenylpyrrolidin-2-one), CC(C)([O-])C.[K+] (potassium tert-butoxide), C[C@H]1CN(C[C@H](O1)C)C(=O)C=1C=C(C=CC1)S(=O)(=O)Cl (3-((2S,6R)-2,6-dimethylmorpholine-4-carbonyl)benzene-1-sulfonyl chloride), crude material. Solvent: O1CCCC1 (tetrahydrofuran), O1CCCC1 (tetrahydrofuran), CCOCC (ether). Reaction conditions: time 30 minute. The product is C[C@@H]1CN(C[C@@H](O1)C)C(=O)C=1C=C(C=CC1)S(=O)(=O)N1C(C(CC1)(C1=CC=CC=C1)C1=CC=CC=C1)=O (1-[(3-{[cis-2,6-dimethylmorpholin-4-yl]carbonyl}phenyl)sulfonyl]-3,3-diphenylpyrrolidin-2-one). RXN SMILES: [C:1]1([C:7]2([C:13]3[CH:18]=[CH:17][CH:16]=[CH:15][CH:14]=3)[CH2:11][CH2:10][NH:9][C:8]2=[O:12])[CH:6]=[CH:5][CH:4]=[CH:3][CH:2]=1.CC(C)([O-])C.[K+].[CH3:25][C@@H:26]1[O:31][C@H:30]([CH3:32])[CH2:29][N:28]([C:33]([C:35]2[CH:36]=[C:37]([S:41](Cl)(=[O:43])=[O:42])[CH:38]=[CH:39][CH:40]=2)=[O:34])[CH2:27]1>O1CCCC1.CCOCC>[CH3:25][C@H:26]1[O:31][C@@H:30]([CH3:32])[CH2:29][N:28]([C:33]([C:35]2[CH:36]=[C:37]([S:41]([N:9]3[CH2:10][CH2:11][C:7]([C:1]4[CH:6]=[CH:5][CH:4]=[CH:3][CH:2]=4)([C:13]4[CH:14]=[CH:15][CH:16]=[CH:17][CH:18]=4)[C:8]3=[O:12])(=[O:42])=[O:43])[CH:38]=[CH:39][CH:40]=2)=[O:34])[CH2:27]1 |f:1.2|. Reported procedure: To 3,3-diphenylpyrrolidin-2-one (166 mg, 0.7 mmol; Example 1A) in anhydrous tetrahydrofuran (6 mL) was added potassium tert-butoxide (1 mL, 1.0 M in tetrahydrofuran) at room temperature followed by stirring for 30 minutes. Then the crude 3-((2S,6R)-2,6-dimethylmorpholine-4-carbonyl)benzene-1-sulfonyl chloride (0.7 mmol; Example 147A) in tetrahydrofuran (8 mL) was added slowly. The mixture was stirred at room temperature for 3 hours. Then the mixture was concentrated. The residue was purified by ...